This data is from the Open Reaction Database (ORD), a public repository of structured organic reaction records. The task is: describe an organic reaction: reactants, conditions, products, and yield The reactants are Cl.CO (hydrochloric acid methanol), COC(=O)COC1=C(C(=CC(=C1CCC(C)C)OCOC)OCOC)C(CCC1=CC=C(C=C1)OCOC)=O (1-[2-methoxycarbonylmethoxy-4,6-bis(methoxymethoxy)-3-isopentylphenyl]-3-(4-methoxymethoxyphenyl)-1-propanone), C(O)([O-])=O.[Na+] (sodium hydrogencarbonate). Run in CO (methanol). Yields the product OC1=C(C(=C(C(=C1)O)C(CCC1=CC=C(C=C1)O)=O)OCC(=O)OC)CCC(C)C (1-(4,6-dihydroxy-2-methoxycarbonylmethoxy-3-isopentylphenyl)-3-(4-hydroxyphenyl)-1-propanone). Isolated yield 93.0%. Reaction SMILES: [CH3:1][O:2][C:3]([CH2:5][O:6][C:7]1[C:12]([CH2:13][CH2:14][CH:15]([CH3:17])[CH3:16])=[C:11]([O:18]COC)[CH:10]=[C:9]([O:22]COC)[C:8]=1[C:26](=[O:39])[CH2:27][CH2:28][C:29]1[CH:34]=[CH:33][C:32]([O:35]COC)=[CH:31][CH:30]=1)=[O:4].Cl.CO.C(=O)([O-])O.[Na+]>CO>[OH:18][C:11]1[CH:10]=[C:9]([OH:22])[C:8]([C:26](=[O:39])[CH2:27][CH2:28][C:29]2[CH:30]=[CH:31][C:32]([OH:35])=[CH:33][CH:34]=2)=[C:7]([O:6][CH2:5][C:3]([O:2][CH3:1])=[O:4])[C:12]=1[CH2:13][CH2:14][CH:15]([CH3:17])[CH3:16] |f:1.2,3.4|. Reported procedure: Then, 1.30 g of 1-[2-methoxycarbonylmethoxy-4,6-bis(methoxymethoxy)-3-isopentylphenyl]-3-(4-methoxymethoxyphenyl)-1-propanone was dissolved in 3 ml of methanol, and 10 ml of a hydrochloric acid/methanol reagent was added to the solution and the mixture was heated and refluxed for 40 minutes. The temperature of the reaction mixture was lowered to room temperature and the reaction mixture was neutralized with a saturated aqueous solution of sodium hydrogencarbonate and extracted with 500 ml of eth...